From a dataset of the Open Reaction Database (ORD), a public repository of structured organic reaction records. describe an organic reaction: reactants, conditions, products, and yield Reactants: [Cl-].[NH4+] (ammonium chloride), NC=1SC(=C(N1)C)C1=NC=CC(=C1)C (2-amino-4-methyl-5-(4-methylpyridin-2-yl)-thiazole), C([O-])([O-])=O.[K+].[K+] (potassium carbonate), dimethyl N-cyanodithioimino-carbonate. Run in CN(C=O)C (N,N-dimethylformamide). Conditions: temperature 100 celsius, time 1 hour. Product: C(#N)NC(SC)=NC=1SC(=C(N1)C)C1=NC=CC(=C1)C (N-cyano-N′-(4-methyl-5-(4-methylpyridin-2-yl) thiazol-2-yl)-S-methylisothiourea). Reaction SMILES: [NH2:1][C:2]1[S:3][C:4]([C:8]2[CH:13]=[C:12]([CH3:14])[CH:11]=[CH:10][N:9]=2)=[C:5]([CH3:7])[N:6]=1.C(=O)([O-])[O-].[K+].[K+].[Cl-].[NH4+:22]>CN(C)C=O>[C:5]([NH:6][C:2](=[N:1][C:2]1[S:3][C:4]([C:8]2[CH:13]=[C:12]([CH3:14])[CH:11]=[CH:10][N:9]=2)=[C:5]([CH3:7])[N:6]=1)[S:3][CH3:4])#[N:22] |f:1.2.3,4.5|. Procedure details: To a suspension of 2-amino-4-methyl-5-(4-methylpyridin-2-yl)-thiazole (410 mg) and potassium carbonate (415 mg) in N,N-dimethylformamide (10 ml) was added dimethyl N-cyanodithioimino-carbonate (292 mg), and the mixture was stirred at 100° C. for 1 hour. The mixture was poured into a saturated aqueous solution of ammonium chloride. Then the precipitate was collected by filtration, purified by column chromatography (silica gel 30 g, 0 to 3% methanol in dichloromethane) and recrystallized from 2-pr... The product is CC(C)CC(N)C(Oc1ccc2c(cnn2-c2ccc(F)cc2)c1)c1cccc(F)c1. As a reaction SMILES: [C:33](#[N:34])[CH:35]([CH3:36])[CH3:37].[Cu:38][I:39].[I:16][c:17]1[cH:18][c:19]2[cH:20][n:21][n:22](-[c:26]3[cH:27][cH:28][c:29]([F:32])[cH:30][cH:31]3)[c:23]2[cH:24][cH:25]1.[NH2:1][CH:2]([CH:3]([OH:4])[c:5]1[cH:6][c:7]([F:11])[cH:8][cH:9][cH:10]1)[CH2:12][CH:13]([CH3:14])[CH3:15]>>[NH2:1][CH:2]([CH:3]([O:4][c:17]1[cH:18][c:19]2[cH:20][n:21][n:22](-[c:26]3[cH:27][cH:28][c:29]([F:32])[cH:30][cH:31]3)[c:23]2[cH:24][cH:25]1)[c:5]1[cH:6][c:7]([F:11])[cH:8][cH:9][cH:10]1)[CH2:12][CH:13]([CH3:14])[CH3:15]. Starting materials: CC(C)C#N, [Cu]I, Fc1ccc(-n2ncc3cc(I)ccc32)cc1, CC(C)CC(N)C(O)c1cccc(F)c1. Yields the product CN1C(=O)C2(CC2)c2cc(N)c([N+](=O)[O-])cc21. Reaction SMILES: [CH3:36][OH:37].[F:1][C:2]([F:3])([F:4])[C:22]([NH:5][c:6]1[cH:7][c:8]2[c:9]([cH:10][c:11]1[N+:12](=[O:13])[O-:14])[N:15]([CH3:21])[C:16](=[O:20])[C:17]21[CH2:18][CH2:19]1)=[O:23].[K+:30].[K+:31].[O-:32][C:33]([O-:34])=[O:35].[O:24]=[CH:25][N:26]([CH3:27])[CH3:28].[OH2:29]>>[NH2:5][c:6]1[cH:7][c:8]2[c:9]([cH:10][c:11]1[N+:12](=[O:13])[O-:14])[N:15]([CH3:21])[C:16](=[O:20])[C:17]21[CH2:18][CH2:19]1. The reactants are CO, CN1C(=O)C2(CC2)c2cc(NC(=O)C(F)(F)F)c([N+](=O)[O-])cc21, [K+], [K+], O=C([O-])[O-], CN(C)C=O, O. The reactants are O=C([O-])[O-], C1COCCO1, CCOC(C)=O, [Cs+], [Cs+], O=[N+]([O-])c1ccccc1I, Cc1cc(OCCOC2CCCCO2)ccc1C(=O)c1ccc(N)cc1Cl, O=C(C=Cc1ccccc1)C=Cc1ccccc1, O=C(C=Cc1ccccc1)C=Cc1ccccc1, O=C(C=Cc1ccccc1)C=Cc1ccccc1, O, [Pd], [Pd]. Yields the product Cc1cc(OCCOC2CCCCO2)ccc1C(=O)c1ccc(Nc2ccccc2[N+](=O)[O-])cc1Cl. Reaction SMILES: [C:38](=[O:39])([O-:40])[O-:41].[CH2:50]1[O:51][CH2:52][CH2:53][O:54][CH2:55]1.[CH3:44][CH2:45][O:46][C:47]([CH3:48])=[O:49].[Cs+:42].[Cs+:43].[I:1][c:2]1[c:3]([N+:8](=[O:9])[O-:10])[cH:4][cH:5][cH:6][cH:7]1.[NH2:11][c:12]1[cH:13][c:14]([Cl:37])[c:15]([C:18](=[O:19])[c:20]2[c:21]([CH3:36])[cH:22][c:23]([O:26][CH2:27][CH2:28][O:29][CH:30]3[O:31][CH2:32][CH2:33][CH2:34][CH2:35]3)[cH:24][cH:25]2)[cH:16][cH:17]1.[O:58]=[C:59]([CH:60]=[CH:61][c:62]1[cH:63][cH:64][cH:65][cH:66][cH:67]1)[CH:68]=[CH:69][c:70]1[cH:71][cH:72][cH:73][cH:74][cH:75]1.[O:76]=[C:77]([CH:78]=[CH:79][c:80]1[cH:81][cH:82][cH:83][cH:84][cH:85]1)[CH:86]=[CH:87][c:88]1[cH:89][cH:90][cH:91][cH:92][cH:93]1.[O:94]=[C:95]([CH:96]=[CH:97][c:98]1[cH:99][cH:100][cH:101][cH:102][cH:103]1)[CH:104]=[CH:105][c:106]1[cH:107][cH:108][cH:109][cH:110][cH:111]1.[OH2:112].[Pd:56].[Pd:57]>>[c:2]1([NH:11][c:12]2[cH:13][c:14]([Cl:37])[c:15]([C:18](=[O:19])[c:20]3[c:21]([CH3:36])[cH:22][c:23]([O:26][CH2:27][CH2:28][O:29][CH:30]4[O:31][CH2:32][CH2:33][CH2:34][CH2:35]4)[cH:24][cH:25]3)[cH:16][cH:17]2)[c:3]([N+:8](=[O:9])[O-:10])[cH:4][cH:5][cH:6][cH:7]1. Starting materials: C1(=CC=CC=C1)C(C(C1=CC=C(C=C1)S(=O)(=O)C)Br)=O (1-Phenyl-2-bromo-2- (4-(methylsulfonyl)phenyl)ethanone), NC=1SC=CN1 (2-aminothiazole), C(=O)(O)[O-].[Na+] (NaHCO3). Run in CCO (EtOH). Product: CS(=O)(=O)C1=CC=C(C=C1)C1=C(N=C2SC=CN21)C2=CC=CC=C2 (5-(4-(Methylsulfonyl)phenyl)-6-phenylimidazo[2,1-b]thiazole). The yield is 44.1%. Reaction SMILES: [C:1]1([C:7](=O)[CH:8](Br)[C:9]2[CH:14]=[CH:13][C:12]([S:15]([CH3:18])(=[O:17])=[O:16])=[CH:11][CH:10]=2)[CH:6]=[CH:5][CH:4]=[CH:3][CH:2]=1.[NH2:21][C:22]1[S:23][CH:24]=[CH:25][N:26]=1.C([O-])(O)=O.[Na+]>CCO>[CH3:18][S:15]([C:12]1[CH:13]=[CH:14][C:9]([C:8]2[N:26]3[C:22]([S:23][CH:24]=[CH:25]3)=[N:21][C:7]=2[C:1]2[CH:6]=[CH:5][CH:4]=[CH:3][CH:2]=2)=[CH:10][CH:11]=1)(=[O:17])=[O:16] |f:2.3|. Procedure details: A mixture of the bromoketone of step 3 (2.26 g, 6.4 mmol) and 2-aminothiazole (964 mg, 9.6 mmol) in EtOH (45 mL) was heated to reflux for 18 h. Aqueous NaHCO3 was added to the cooled mixture and the mixture was extracted with Et2O. The Et2O extracts were washed with brine, dried over MgSO4, filtered and concentrated to an oil. Chromatography of the oil on silica gel (eluted with 60 % EtOAc/hexane) gave 1 g (44%) of the title compound: m.p. 190°-192° C. Anal. calcd for C18H14N2O2S2 : C, 61.00; H,... As a reaction SMILES: [Br:1][C:2]1[CH:7]=[CH:6][N:5]=[C:4]([CH:8]2[C:10]([C:11]3[CH:16]=[CH:15][C:14]([CH3:17])=[CH:13][CH:12]=3)=[N:9]2)[CH:3]=1>COCCOC.C(OCC)(=O)C.O.[Fe].[Fe](Cl)Cl>[Br:1][C:2]1[CH:7]=[CH:6][N:5]2[N:9]=[C:10]([C:11]3[CH:16]=[CH:15][C:14]([CH3:17])=[CH:13][CH:12]=3)[CH:8]=[C:4]2[CH:3]=1. Reagents/catalysts: [Fe] (iron), [Fe](Cl)Cl (iron (II) chloride). Reported procedure: 0.746 g of 4-bromo-2-(3-p-tolyl-2H-azirin-2-yl)pyridine obtained in step 13.2 is dissolved in the presence of 6.6 mg (0.052 mmol) of iron (H) chloride in 30 mL of 1,2-dimethoxyethane. The medium is then refluxed for 6 hours. A further 10 mg (0.078 mmol) of iron (II) chloride are then added and the mixture is refluxed again with stirring for 3 hours. The medium is then diluted with 50 mL of ethyl acetate and 50 mL of water. The organic phase is then recovered, dried over sodium sulfate and filter... The product is BrC1=CC=2N(C=C1)N=C(C2)C2=CC=C(C=C2)C (5-Bromo-2-p-tolyl-pyrazolo[1,5-a]pyridine). The reactants are BrC1=CC(=NC=C1)C1N=C1C1=CC=C(C=C1)C (4-bromo-2-(3-p-tolyl-2H-azirin-2-yl)pyridine). Reaction conditions: time 3 hour. The solvent is COCCOC (1,2-dimethoxyethane), C(C)(=O)OCC (ethyl acetate), O (water). Reactants: CC=1NC2=C(N1)C=C(C=C2C)C(=O)OC (2,4-dimethyl-6-methoxycarbonylbenzimidazole), ClC1=C(CCl)C=CC(=C1)Cl (2,4-dichlorobenzyl chloride), [I-].[Na+] (sodium iodide), C([O-])([O-])=O.[K+].[K+] (potassium carbonate). Solvent: CN(C=O)C (N,N-dimethylformamide). Reaction conditions: temperature 80 celsius, time 16 hour. The product is ClC1=C(CN2C(=NC3=C2C=C(C=C3C)C(=O)OC)C)C=CC(=C1)Cl (1-(2,4-dichlorobenzyl)-2,4-dimethyl-6-methoxycarbonylbenzimidazole). Isolated yield 67.5%. As a reaction SMILES: [CH3:1][C:2]1[NH:3][C:4]2[C:10]([CH3:11])=[CH:9][C:8]([C:12]([O:14][CH3:15])=[O:13])=[CH:7][C:5]=2[N:6]=1.[Cl:16][C:17]1[CH:24]=[C:23]([Cl:25])[CH:22]=[CH:21][C:18]=1[CH2:19]Cl.[I-].[Na+].C(=O)([O-])[O-].[K+].[K+]>CN(C)C=O>[Cl:16][C:17]1[CH:24]=[C:23]([Cl:25])[CH:22]=[CH:21][C:18]=1[CH2:19][N:6]1[C:5]2[CH:7]=[C:8]([C:12]([O:14][CH3:15])=[O:13])[CH:9]=[C:10]([CH3:11])[C:4]=2[N:3]=[C:2]1[CH3:1] |f:2.3,4.5.6|. Procedure: A mixture containing 0.900 g of 2,4-dimethyl-6-methoxycarbonylbenzimidazole, 1.20 g of 2,4-dichlorobenzyl chloride, 0.200 g of sodium iodide, 0.610 g of potassium carbonate and 4 ml of N,N-dimethylformamide was stirred at 80° C. for 16 hours. After the organic solvent was distilled off under reduced pressure, the residue was extracted with ethyl acetate and with water. The organic layer was concentrated, and was crystallized with the addition of hexane. The crystals were separated through filtra... The reactants are C(C)(=O)O[C@@H](CCCCN1C(N(C=2N=C3N(C2C1=O)CCN3)C)=O)C ((R)-3-(5-acetoxyhexyl)-7,8-dihydro-1-methyl-1H-imidazo[2,1-f]-purine-2,4(3H,6H)-dione), solution, Cl (hydrogen chloride), C(C)OCC (diethyl ether). The solvent is CO (methanol). Conditions: time 2 hour. The product is O[C@@H](CCCCN1C(N(C=2N=C3N(C2C1=O)CCN3)C)=O)C ((R)-7,8-dihydro-3-(5-hydroxyhexyl)-1-methyl-1H-imidazo[2,1-f]-purine-2,4(3H,6H)-dione). Yield: 65.1%. RXN SMILES: C([O:4][C@H:5]([CH3:25])[CH2:6][CH2:7][CH2:8][CH2:9][N:10]1[C:18](=[O:19])[C:17]2[N:16]3[CH2:20][CH2:21][NH:22][C:15]3=[N:14][C:13]=2[N:12]([CH3:23])[C:11]1=[O:24])(=O)C.Cl.C(OCC)C>CO>[OH:4][C@H:5]([CH3:25])[CH2:6][CH2:7][CH2:8][CH2:9][N:10]1[C:18](=[O:19])[C:17]2[N:16]3[CH2:20][CH2:21][NH:22][C:15]3=[N:14][C:13]=2[N:12]([CH3:23])[C:11]1=[O:24]. Procedure details: A mixture of (R)-3-(5-acetoxyhexyl)-7,8-dihydro-1-methyl-1H-imidazo[2,1-f]-purine-2,4(3H,6H)-dione (700 mg, 2.0 mmol) and a 1.0 M solution of hydrogen chloride in diethyl ether (5 ml, 5.0 mmol) in methanol (100 ml) was stirred at room temperature overnight. After concentrating under reduced pressure, the residual solid was treated with ethyl acetate (20 ml) and stirred at room temperature for 2 hours. Filtration provided (R)-7,8-dihydro-3-(5-hydroxyhexyl)-1-methyl-1H-imidazo[2,1-f]-purine-2,4(3H... Starting materials: C(C)(C)(C)C1=NC=C(C(=N1)OCC)C=1NC(C(N1)C1=CC=C(C=C1)Cl)C1=CC=C(C=C1)Cl (2-(2-tert-butyl-4-ethoxy-pyrimidin-5-yl)-4,5-bis-(4-chloro-phenyl)-4,5-dihydro-1H-imidazole), C(=O)(Cl)Cl (phosgene). The product is C(C)(C)(C)C1=NC=C(C(=N1)OCC)C=1N(C(C(N1)C1=CC=C(C=C1)Cl)C1=CC=C(C=C1)Cl)C(=O)Cl (2-(2-tert-butyl-4-ethoxy-pyrimidin-5-yl)-4,5-bis-(4-chloro-phenyl)-4,5-dihydro-imidazole-1-carbonyl chloride). RXN SMILES: [C:1]([C:5]1[N:10]=[C:9]([O:11][CH2:12][CH3:13])[C:8]([C:14]2[NH:15][CH:16]([C:26]3[CH:31]=[CH:30][C:29]([Cl:32])=[CH:28][CH:27]=3)[CH:17]([C:19]3[CH:24]=[CH:23][C:22]([Cl:25])=[CH:21][CH:20]=3)[N:18]=2)=[CH:7][N:6]=1)([CH3:4])([CH3:3])[CH3:2].[C:33](Cl)([Cl:35])=[O:34]>>[C:1]([C:5]1[N:10]=[C:9]([O:11][CH2:12][CH3:13])[C:8]([C:14]2[N:15]([C:33]([Cl:35])=[O:34])[CH:16]([C:26]3[CH:31]=[CH:30][C:29]([Cl:32])=[CH:28][CH:27]=3)[CH:17]([C:19]3[CH:24]=[CH:23][C:22]([Cl:25])=[CH:21][CH:20]=3)[N:18]=2)=[CH:7][N:6]=1)([CH3:2])([CH3:3])[CH3:4]. Procedure details: Using the procedure as described in example 1, cis-4-[2-(2-tert-butyl-4-ethoxy-pyrimidin-5-yl)-4,5-bis-(4-chloro-phenyl)-4,5-dihydro-1H-imidazole was reacted with phosgene to give cis-4-[2-(2-tert-butyl-4-ethoxy-pyrimidin-5-yl)-4,5-bis-(4-chloro-phenyl)-4,5-dihydro-imidazole-1-carbonyl chloride. The carbonyl chloride was then coupled with 2-piperazinone (Alfa) to give cis-4-[2-(2-tert-butyl-4-ethoxy-pyrimidin-5-yl)-4,5-bis-(4-chloro-phenyl)-4,5-dihydro-imidazole-1-carbonyl]-piperazin-2-one hydro... Starting materials: Cl.C(CCCCCCCCCCCCCCC)OCC(OCCCN)COCCCCCCCCCCCCCCCC (1,3-Di-O-(n-hexadecyl)-2-O-(3-aminopropyl)-glycerol hydrochloride), C([O-])([O-])=O.[K+].[K+] (potassium carbonate), C1=CC=CC=C1 (benzene), C(C)(=O)Cl (Acetyl chloride), C(C)(=O)Cl (acetyl chloride). The solvent is O (water). Reaction conditions: time 1 hour. Yields the product C(CCCCCCCCCCCCCCC)OCC(OCCCNC(C)=O)COCCCCCCCCCCCCCCCC (1,3-Di-O-(n-hexadecyl)-2-O-(3-acetamidopropyl)-glycerol). The yield is 79.0%. As a reaction SMILES: Cl.[CH2:2]([O:18][CH2:19][CH:20]([CH2:26][O:27][CH2:28][CH2:29][CH2:30][CH2:31][CH2:32][CH2:33][CH2:34][CH2:35][CH2:36][CH2:37][CH2:38][CH2:39][CH2:40][CH2:41][CH2:42][CH3:43])[O:21][CH2:22][CH2:23][CH2:24][NH2:25])[CH2:3][CH2:4][CH2:5][CH2:6][CH2:7][CH2:8][CH2:9][CH2:10][CH2:11][CH2:12][CH2:13][CH2:14][CH2:15][CH2:16][CH3:17].C(=O)([O-])[O-].[K+].[K+].C1C=CC=CC=1.[C:56](Cl)(=[O:58])[CH3:57]>O>[CH2:2]([O:18][CH2:19][CH:20]([CH2:26][O:27][CH2:28][CH2:29][CH2:30][CH2:31][CH2:32][CH2:33][CH2:34][CH2:35][CH2:36][CH2:37][CH2:38][CH2:39][CH2:40][CH2:41][CH2:42][CH3:43])[O:21][CH2:22][CH2:23][CH2:24][NH:25][C:56](=[O:58])[CH3:57])[CH2:3][CH2:4][CH2:5][CH2:6][CH2:7][CH2:8][CH2:9][CH2:10][CH2:11][CH2:12][CH2:13][CH2:14][CH2:15][CH2:16][CH3:17] |f:0.1,2.3.4|. Reported procedure: 1,3-Di-O-(n-hexadecyl)-2-O-(3-aminopropyl)-glycerol hydrochloride (1.0 g., 1.6 mmoles) was added to a mixture of potassium carbonate (830 mg., 6.0 mmoles) and benzene (75 ml.). Acetyl chloride (150 mg., 1.9 mmoles) was then added and the resulting mixture stirred for one hour at reflux. Additional acetyl chloride (150 mg., 1.9 moles) was added and the reaction mixture stirred for another hour at reflux. TLC analysis showed that the reaction was essentially complete. The reaction mixture was cool...